From a dataset of the Open Reaction Database (ORD), a public repository of structured organic reaction records. describe an organic reaction: reactants, conditions, products, and yield Reactants: ClC=1C(=NC2=CC=CC=C2N1)O (3-chloroquinoxalin-2-ol), C(C)(=O)Cl (Acetyl Chloride), [N+]1(=CC=[N+](C2=CC=CC=C12)[O-])[O-] (Quinoxaline 1,4-Dioxide), CC(C)OC(=O)/N=N/C(=O)OC(C)C (DIAD), C1=CC=C(C=C1)P(C2=CC=CC=C2)C3=CC=CC=C3 (PPh3), N1=CC=NC2=CC=CC=C12 (Quinoxaline), XI, O[C@H]1C[C@H](N(C1)C(=O)OC(C)(C)C)C(=O)OC (1-tert-butyl 2-methyl (2S,4S)-4-hydroxypyrrolidine-1,2-dicarboxylate). Run in C1CCOC1 (THF). Conditions: temperature 20 celsius, time 1 hour. Product: ClC=1C(=NC2=CC=CC=C2N1)O[C@@H]1C[C@H](N(C1)C(=O)OC(C)(C)C)C(=O)OC (1-tert-butyl 2-methyl (2S,4R)-4-[(3-chloroquinoxalin-2-yl)oxy]pyrrolidine-1,2-dicarboxylate). The yield is 76.9%. RXN SMILES: [Cl:1][C:2]1[C:3]([OH:12])=[N:4][C:5]2[C:10]([N:11]=1)=[CH:9][CH:8]=[CH:7][CH:6]=2.N1C2C(=CC=CC=2)N=CC=1.[N+]1([O-])C2C(=CC=CC=2)[N+]([O-])=CC=1.C(Cl)(=O)C.O[C@@H:40]1[CH2:44][N:43]([C:45]([O:47][C:48]([CH3:51])([CH3:50])[CH3:49])=[O:46])[C@H:42]([C:52]([O:54][CH3:55])=[O:53])[CH2:41]1.C1C=CC(P(C2C=CC=CC=2)C2C=CC=CC=2)=CC=1.CC(OC(/N=N/C(OC(C)C)=O)=O)C>C1COCC1>[Cl:1][C:2]1[C:3]([O:12][C@H:40]2[CH2:44][N:43]([C:45]([O:47][C:48]([CH3:51])([CH3:50])[CH3:49])=[O:46])[C@H:42]([C:52]([O:54][CH3:55])=[O:53])[CH2:41]2)=[N:4][C:5]2[C:10]([N:11]=1)=[CH:9][CH:8]=[CH:7][CH:6]=2. Procedure: A solution of 3-chloroquinoxalin-2-ol (1.44 g, 7.97 mmol) (Yusuf Ahmad et al., Quinoxaline Derivatives, XI. The Reaction of Quinoxaline 1,4-Dioxide and Some of Its Derivatives with Acetyl Chloride, 38(12) J. ORG. CHEM. 2176 (1973)) and 1-tert-butyl 2-methyl (2S,4S)-4-hydroxypyrrolidine-1,2-dicarboxylate (2.05 g, 8.37 mmol) in THF (190 ml) was cooled to 0° C., then treated with PPh3 (2.51 g, 9.57 mmol). DIAD (1.86 ml, 9.57 mmol) was added dropwise, and the mixture was stirred at 20° C. for 1 hour... Reactants: 1,8-Diazabicyclo[5.4.0]undec-7-ene(1,5-5), C(CC(O)(C(=O)O)CC(=O)O)(=O)O (citric acid), ICCCCCCCCCCCCCCCC (1-Iodohexadecane). The solvent is CN(C=O)C (N,N-dimethylformamide). Run at temperature 50 celsius, time 21 hour. Yields the product C(CCCCCCCCCCCCCCC)OC(CC(CC(=O)OCCCCCCCCCCCCCCCC)(O)C(=O)OCCCCCCCCCCCCCCCC)=O (3-Hexadecyloxycarbonyl-3-hydroxypentanedioic acid dihexadecyl ester). Isolated yield 83.0%. Reaction SMILES: [C:1]([OH:13])(=[O:12])[CH2:2][C:3]([CH2:8][C:9]([OH:11])=[O:10])([C:5]([OH:7])=[O:6])[OH:4].I[CH2:15][CH2:16][CH2:17][CH2:18][CH2:19][CH2:20][CH2:21][CH2:22][CH2:23][CH2:24][CH2:25][CH2:26][CH2:27][CH2:28][CH2:29][CH3:30]>CN(C)C=O>[CH2:15]([O:10][C:9](=[O:11])[CH2:8][C:3]([C:5]([O:7][CH2:30][CH2:29][CH2:28][CH2:27][CH2:26][CH2:25][CH2:24][CH2:23][CH2:22][CH2:21][CH2:20][CH2:19][CH2:18][CH2:17][CH2:16][CH3:15])=[O:6])([OH:4])[CH2:2][C:1]([O:13][CH2:30][CH2:29][CH2:28][CH2:27][CH2:26][CH2:25][CH2:24][CH2:23][CH2:22][CH2:21][CH2:20][CH2:19][CH2:18][CH2:17][CH2:16][CH3:15])=[O:12])[CH2:16][CH2:17][CH2:18][CH2:19][CH2:20][CH2:21][CH2:22][CH2:23][CH2:24][CH2:25][CH2:26][CH2:27][CH2:28][CH2:29][CH3:30]. Reported procedure: 1,8-Diazabicyclo[5.4.0]undec-7-ene(1,5-5)(4.567 g, 30 mmol) was added at room temperature to a solution of citric acid (1.924 g, 10 mmol) in N,N-dimethylformamide (50 ml). 1-Iodohexadecane (10.570 g, 30 mmol) was added and the resulting mixture was stirred at 50° C. for 21 hours. The precipitated product was filtered off and washed with N,N-dimethylformamide and the crude product was purified by flash chromatography on silica gel using chlorform/hexane for elution. Yield: 83%. 1H-NMR (300 MHz, C... Reactants: COC(=O)CCNC(=O)c1ccc(C(CC(C)C)Oc2ccc(Br)c(C3OCCCO3)c2)cc1, CC(C)c1ccc(B(O)O)cc1, [F-], [K+], c1ccc(P(c2ccccc2)(c2ccccc2)[Pd](P(c2ccccc2)(c2ccccc2)c2ccccc2)(P(c2ccccc2)(c2ccccc2)c2ccccc2)P(c2ccccc2)(c2ccccc2)c2ccccc2)cc1. Product: COC(=O)CCNC(=O)c1ccc(C(CC(C)C)Oc2ccc(-c3ccc(C(C)C)cc3)c(C3OCCCO3)c2)cc1. As a reaction SMILES: [CH3:1][O:2][C:3]([CH2:4][CH2:5][NH:6][C:7]([c:8]1[cH:9][cH:10][c:11]([CH:14]([CH2:15][CH:16]([CH3:17])[CH3:18])[O:19][c:20]2[cH:21][c:22]([CH:27]3[O:28][CH2:29][CH2:30][CH2:31][O:32]3)[c:23]([Br:26])[cH:24][cH:25]2)[cH:12][cH:13]1)=[O:33])=[O:34].[CH:37]([CH3:38])([CH3:39])[c:40]1[cH:41][cH:42][c:43]([B:46]([OH:47])[OH:48])[cH:44][cH:45]1.[F-:35].[K+:36].[cH:49]1[cH:50][cH:51][c:52]([P:53]([Pd:54]([P:55]([c:56]2[cH:57][cH:58][cH:59][cH:60][cH:61]2)([c:62]2[cH:63][cH:64][cH:65][cH:66][cH:67]2)[c:68]2[cH:69][cH:70][cH:71][cH:72][cH:73]2)([P:74]([c:75]2[cH:76][cH:77][cH:78][cH:79][cH:80]2)([c:81]2[cH:82][cH:83][cH:84][cH:85][cH:86]2)[c:87]2[cH:88][cH:89][cH:90][cH:91][cH:92]2)[P:93]([c:94]2[cH:95][cH:96][cH:97][cH:98][cH:99]2)([c:100]2[cH:101][cH:102][cH:103][cH:104][cH:105]2)[c:106]2[cH:107][cH:108][cH:109][cH:110][cH:111]2)([c:112]2[cH:113][cH:114][cH:115][cH:116][cH:117]2)[c:118]2[cH:119][cH:120][cH:121][cH:122][cH:123]2)[cH:124][cH:125]1>>[CH3:1][O:2][C:3]([CH2:4][CH2:5][NH:6][C:7]([c:8]1[cH:9][cH:10][c:11]([CH:14]([CH2:15][CH:16]([CH3:17])[CH3:18])[O:19][c:20]2[cH:21][c:22]([CH:27]3[O:28][CH2:29][CH2:30][CH2:31][O:32]3)[c:23](-[c:43]3[cH:42][cH:41][c:40]([CH:37]([CH3:38])[CH3:39])[cH:45][cH:44]3)[cH:24][cH:25]2)[cH:12][cH:13]1)=[O:33])=[O:34]. Yield: 78.0%. The reactants are C[C@@H]1N(C[C@H](NC1)C)C(C1=C(C=CC(=C1)O[Si](C)(C)C(C)(C)C)F)C1=CC=C(C(=O)N(CC)CC)C=C1 ((±)-4-(α-(trans-2,5-dimethyl-1-piperazinyl)-5-(tert -butyldimethylsilyloxy)-2-fluorobenzyl)-N,N-diethylbenzamide), C(C=C)Br (allyl bromide), C([O-])([O-])=O.[Na+].[Na+] (sodium carbonate). As a reaction SMILES: [CH3:1][C@H:2]1[CH2:7][NH:6][C@H:5]([CH3:8])[CH2:4][N:3]1[CH:9]([C:25]1[CH:37]=[CH:36][C:28]([C:29]([N:31]([CH2:34][CH3:35])[CH2:32][CH3:33])=[O:30])=[CH:27][CH:26]=1)[C:10]1[CH:15]=[C:14]([O:16][Si:17]([C:20]([CH3:23])([CH3:22])[CH3:21])([CH3:19])[CH3:18])[CH:13]=[CH:12][C:11]=1[F:24].[CH2:38](Br)[CH:39]=[CH2:40].C(=O)([O-])[O-].[Na+].[Na+]>>[OH-:16].[NH4+:3].[CH2:40]([N:6]1[C@H:5]([CH3:8])[CH2:4][N:3]([CH:9]([C:25]2[CH:37]=[CH:36][C:28]([C:29]([N:31]([CH2:34][CH3:35])[CH2:32][CH3:33])=[O:30])=[CH:27][CH:26]=2)[C:10]2[CH:15]=[C:14]([O:16][Si:17]([C:20]([CH3:23])([CH3:22])[CH3:21])([CH3:19])[CH3:18])[CH:13]=[CH:12][C:11]=2[F:24])[C@@H:2]([CH3:1])[CH2:7]1)[CH:39]=[CH2:38] |f:2.3.4,5.6|. Procedure: The benzhydrylpiperazine from above (0.44 g, 0.83 mmol) was treated with allyl bromide (0.074 mL, 0.85 mmol) and anhydrous sodium carbonate (0.44 g, 4.2 mmol) as in Example 1. The product was purified by preparative thin layer chromatography (silica gel with dichioromethane:methanol:ammonium hydroxide/90:10:1)to give 0.37 g (78%) of (±)-4-(α-(trans-4-allyl-2,5-dimethyl-1-piperazinyl)-5-(tert -butyldimethylsilyloxy)-2-fluorobenzyl)-N,N-diethylbenzamide as a yellow oil. Reaction with tetraethylamm... Product: [OH-].[NH4+] (ammonium hydroxide), C(C=C)N1C[C@@H](N(C[C@H]1C)C(C1=C(C=CC(=C1)O[Si](C)(C)C(C)(C)C)F)C1=CC=C(C(=O)N(CC)CC)C=C1)C ((±)-4-(α-(trans-4-allyl-2,5-dimethyl-1-piperazinyl)-5-(tert -butyldimethylsilyloxy)-2-fluorobenzyl)-N,N-diethylbenzamide). Reactants: C=1C=CC2=C(C1)C=CS2 (Thianaphthene), BrC=1C=C(C=O)C=CC1F (3-bromo-4-fluorobenzaldehyde). Product: S1C2=C(C=C1CC1=CC(=C(C=C1)F)Br)C=CC=C2 (1-(Benzo[b]thiophen-2-ylmethyl)-3-bromo-4-fluorobenzene). RXN SMILES: [CH:1]1[CH:2]=[CH:3][C:4]2[S:9][CH:8]=[CH:7][C:5]=2[CH:6]=1.[Br:10][C:11]1[CH:12]=[C:13]([CH:16]=[CH:17][C:18]=1[F:19])[CH:14]=O>>[S:9]1[C:8]([CH2:14][C:13]2[CH:16]=[CH:17][C:18]([F:19])=[C:11]([Br:10])[CH:12]=2)=[CH:7][C:5]2[CH:6]=[CH:1][CH:2]=[CH:3][C:4]1=2. Procedure details: Thianaphthene and 3-bromo-4-fluorobenzaldehyde were treated in a manner similar to Reference Example 7 to give the target compound. The reactants are CCCCCC.C(C)(=O)OCC (hexane ethyl acetate), C(C)(C)(C)OC(N(C)C1=CC(=CC=C1)N)=O (tert-butyl(3-aminophenyl)(methyl)carbamate), ClC1=NC=C(C(=N1)Cl)F (2,4-dichloro-5-fluoropyrimidine), CCN(C(C)C)C(C)C (DIPEA). The solvent is C(CCC)O (1-butanol), O (water). Run at temperature 120 celsius, time 3 hour. The product is ClC1=NC=C(C(=N1)NC=1C=C(C=CC1)N(C(OC(C)(C)C)=O)C)F (tert-butyl (3-((2-chloro-5-fluoropyrimidin-4-yl)amino)phenyl)(methyl)carbamate). The yield is 60.8%. As a reaction SMILES: [C:1]([O:5][C:6](=[O:16])[N:7]([C:9]1[CH:14]=[CH:13][CH:12]=[C:11]([NH2:15])[CH:10]=1)[CH3:8])([CH3:4])([CH3:3])[CH3:2].[Cl:17][C:18]1[N:23]=[C:22](Cl)[C:21]([F:25])=[CH:20][N:19]=1.CCN(C(C)C)C(C)C.CCCCCC.C(OCC)(=O)C>C(O)CCC.O>[Cl:17][C:18]1[N:23]=[C:22]([NH:15][C:11]2[CH:10]=[C:9]([N:7]([CH3:8])[C:6](=[O:16])[O:5][C:1]([CH3:4])([CH3:2])[CH3:3])[CH:14]=[CH:13][CH:12]=2)[C:21]([F:25])=[CH:20][N:19]=1 |f:3.4|. Procedure details: In a pressure tube tert-butyl(3-aminophenyl)(methyl)carbamate (2.0 g), 2,4-dichloro-5-fluoropyrimidine (2.25 g) and DIPEA (2.32 g) were added in 1-butanol (15 ml). The reaction mixture was heated at 120° C. for 3 hr. The reaction was monitored on TLC using hexane:ethyl acetate (7:3) as mobile phase. The reaction was complete after 3 hr. After completion of the reaction, the reaction mixture was allowed to cool at room temperature. The reaction mixture was poured into water and extracted with eth... Procedure: 1-(1-(2-(Pyrrolidin-1-yl)ethyl)-1H-indazol-5-yl)-4-(trimethylstannyl)pyridin-2(1H)-one (prepared according to Example 30, step a) (250 mg, 0.530 mmol), 5-methyl-2-(methylthio)benzo[d]oxazole (198 mg, 1.11 mmol), copper(II) bromide (331 mg, 1.16 mmol) and palladium tetrakistriphenylphosphine (61 mg, 0.053 mmol) were stirred in dry THF (6 mL) under a nitrogen atmosphere. The mixture was heated to 70° C. for 20 h. Upon cooling, the mixture was diluted with THF, filtered through celite and rinsed wi... Run in CCOCC (Et2O), C1CCOC1 (THF), C(Cl)Cl (methylene chloride), C1CCOC1 (THF). Isolated yield 24.0%. The reactants are Cl (HCl), N1(CCCC1)CCN1N=CC2=CC(=CC=C12)N1C(C=C(C=C1)[Sn](C)(C)C)=O (1-(1-(2-(Pyrrolidin-1-yl)ethyl)-1H-indazol-5-yl)-4-(trimethylstannyl)pyridin-2(1H)-one), CC=1C=CC2=C(N=C(O2)SC)C1 (5-methyl-2-(methylthio)benzo[d]oxazole), palladium tetrakistriphenylphosphine. Reaction conditions: temperature 70 celsius. Reagents/catalysts: [Cu](Br)Br (copper(II) bromide). Yields the product Cl.CC=1C=CC2=C(N=C(O2)C2=CC(N(C=C2)C=2C=C3C=NN(C3=CC2)CCN2CCCC2)=O)C1 (4-(5-Methylbenzo[d]oxazol-2-yl)-1-(1-(2-(pyrrolidin-1-yl)ethyl)-1H-indazol-5-yl)pyridin-2(1H)-one hydrochloride). RXN SMILES: [N:1]1([CH2:6][CH2:7][N:8]2[C:16]3[C:11](=[CH:12][C:13]([N:17]4[CH:22]=[CH:21][C:20]([Sn](C)(C)C)=[CH:19][C:18]4=[O:27])=[CH:14][CH:15]=3)[CH:10]=[N:9]2)[CH2:5][CH2:4][CH2:3][CH2:2]1.[CH3:28][C:29]1[CH:30]=[CH:31][C:32]2[O:36][C:35](SC)=[N:34][C:33]=2[CH:39]=1.[ClH:40]>C1COCC1.C(Cl)Cl.CCOCC.[Cu](Br)Br>[ClH:40].[CH3:28][C:29]1[CH:30]=[CH:31][C:32]2[O:36][C:35]([C:20]3[CH:21]=[CH:22][N:17]([C:13]4[CH:12]=[C:11]5[C:16](=[CH:15][CH:14]=4)[N:8]([CH2:7][CH2:6][N:1]4[CH2:5][CH2:4][CH2:3][CH2:2]4)[N:9]=[CH:10]5)[C:18](=[O:27])[CH:19]=3)=[N:34][C:33]=2[CH:39]=1 |f:7.8|.